From a dataset of the Open Reaction Database (ORD), a public repository of structured organic reaction records. describe an organic reaction: reactants, conditions, products, and yield Starting materials: ethoxymagnesium malonic ester, C(C)OCC (diethyl ether), FC1=C(C(=O)Cl)C=C(C(=C1)F)F (2,4,5-trifluorobenzoyl chloride), C(C)OCC (diethyl ether), ice water, S(O)(O)(=O)=O (sulphuric acid). Run in C(C)O (ethanol). Run at time 1 hour. The product is CC(=O)C1=CC(=C(C=C1F)F)F (2,4,5-Trifluoroacetophenone). The yield is 47.0%. As a reaction SMILES: [F:1][C:2]1[CH:10]=[C:9]([F:11])[C:8]([F:12])=[CH:7][C:3]=1[C:4](Cl)=[O:5].[CH2:13](OCC)C.S(=O)(=O)(O)O>C(O)C>[CH3:13][C:4]([C:3]1[C:2]([F:1])=[CH:10][C:9]([F:11])=[C:8]([F:12])[CH:7]=1)=[O:5]. Reported procedure: 194.5 g (1 mol) of 2,4,5-trifluorobenzoyl chloride were initially introduced into 100 ml of diethyl ether and heated to boiling under reflux. 1.1 mol of ethoxymagnesium malonic ester dissolved in 100 ml of ethanol and 125 ml of diethyl ether were then allowed to drop in in the course of 30 minutes and the mixture was stirred for 1 hour under reflux. After cooling, the reaction mixture was stirred into 500 ml of ice water and adjusted to a pH of 1 with concentrated sulphuric acid, and the organic...